Dataset: the Open Reaction Database (ORD), a public repository of structured organic reaction records. Task: describe an organic reaction: reactants, conditions, products, and yield The reactants are C(CC)(=O)O (propionic acid), ClC1=C(CNC(C(C)C2=C(C=CC=C2)Cl)=O)C=CC=C1C(F)(F)F (N-(2-Chloro-3-trifluoromethylbenzyl)-2-(2-chlorophenyl)propionamide). Product: ClC1=C(CNC(C(C)C2=C(C=CC=C2)OC)=O)C=CC=C1C(F)(F)F (N-(2-Chloro-3-trifluoromethylbenzyl)-2-(2-methoxyphenyl)propionamide). Isolated yield 42.0%. Reaction SMILES: [C:1](O)(=[O:4])CC.[Cl:6][C:7]1[C:25]([C:26]([F:29])([F:28])[F:27])=[CH:24][CH:23]=[CH:22][C:8]=1[CH2:9][NH:10][C:11](=[O:21])[CH:12]([C:14]1[CH:19]=[CH:18][CH:17]=[CH:16][C:15]=1Cl)[CH3:13]>>[Cl:6][C:7]1[C:25]([C:26]([F:29])([F:28])[F:27])=[CH:24][CH:23]=[CH:22][C:8]=1[CH2:9][NH:10][C:11](=[O:21])[CH:12]([C:14]1[CH:19]=[CH:18][CH:17]=[CH:16][C:15]=1[O:4][CH3:1])[CH3:13]. Procedure details: The titled compound was prepared from 22-methoxyphenyl)propionic acid in 42% yield in the same manner as the preparation of N-(2-Chloro-3-trifluoromethylbenzyl)-2-(2-chlorophenyl)propionamide in Example 184b. MS (ESI) 372 (MH+). Reactants: CSC1=CC=C(C=C1)C=1NC(NC1C1=CC=C(C=C1)SC)=S (4,5-bis(4-methylthiophenyl)-1H-imidazole-2-thione), [O-]CC.[Na+] (sodium ethoxide), II (iodine). The solvent is C(C)O (ethanol). Reaction conditions: time 3 hour. Yields the product S(C=1NC(=C(N1)C1=CC=C(C=C1)SC)C1=CC=C(C=C1)SC)C=1NC(=C(N1)C1=CC=C(C=C1)SC)C1=CC=C(C=C1)SC (2,2'-Thiobis[4,5-bis(4-methylthiophenyl)-1H-imidazole]). Reaction SMILES: [CH3:1][S:2][C:3]1[CH:8]=[CH:7][C:6]([C:9]2[NH:10][C:11](=[S:22])[NH:12][C:13]=2[C:14]2[CH:19]=[CH:18][C:17]([S:20][CH3:21])=[CH:16][CH:15]=2)=[CH:5][CH:4]=1.[O-][CH2:24][CH3:25].[Na+].II>C(O)C>[S:22]([C:11]1[NH:12][C:13]([C:25]2[CH:24]=[CH:18][C:17]([S:20][CH3:21])=[CH:16][CH:15]=2)=[C:9]([C:6]2[CH:5]=[CH:4][C:3]([S:2][CH3:1])=[CH:8][CH:7]=2)[N:10]=1)[C:11]1[NH:10][C:9]([C:6]2[CH:5]=[CH:4][C:3]([S:2][CH3:1])=[CH:8][CH:7]=2)=[C:13]([C:14]2[CH:19]=[CH:18][C:17]([S:20][CH3:21])=[CH:16][CH:15]=2)[N:12]=1 |f:1.2|. Procedure details: A mixture of 4,5-bis(4-methylthiophenyl)-1H-imidazole-2-thione (5.2 g, 0.015 mol), sodium ethoxide (1.0 g, 0.015 mol) and iodine (1.9 g, 0.0075 mol) in ethanol (70 ml) was stirred at ambient temperature for three hours. The resulting solid was collected, washed with ethanol and then ether. Recrystallization from N,N-dimethylformamide give the title compound, m.p. 297°-298°.